Dataset: the Open Reaction Database (ORD), a public repository of structured organic reaction records. Task: describe an organic reaction: reactants, conditions, products, and yield Starting materials: CNCCC1=CC=C(C=C1)C (methyl-(2-p-tolylethyl)amine), BrCCCCC[C@H]1[C@H]2[C@@H]3CC[C@@H]([C@@]3(C)C[C@@H]([C@@H]2C=2C=CC(=CC2C1)O)F)O (7α-(5-bromopentyl)-11β-fluorooestra-1,3,5(10)-triene-3,17β-diol), CN1C(CCC1)=O (N-methylpyrrolidone), [Cl-].[Na+] (sodium chloride). Conditions: temperature 80 celsius, time 3 hour. Product: F[C@@H]1[C@@H]2C=3C=CC(=CC3C[C@H]([C@H]2[C@@H]2CC[C@@H]([C@@]2(C)C1)O)CCCCCN(CCC1=CC=C(C=C1)C)C)O (11β-fluoro-7α-{5-[methyl-(2-p-tolylethyl)amino]pentyl}oestra-1,3,5(10)-triene-3,17β-diol). Reaction SMILES: BrC[CH2:3][CH2:4][CH2:5][CH2:6][C@@H:7]1[CH2:24][C:23]2[CH:22]=[C:21]([OH:25])[CH:20]=[CH:19][C:18]=2[C@@H:17]2[C@@H:8]1[C@H:9]1[C@@:13]([CH2:15][C@@H:16]2[F:26])([CH3:14])[C@@H:12]([OH:27])[CH2:11][CH2:10]1.[CH3:28][NH:29][CH2:30][CH2:31][C:32]1[CH:37]=[CH:36][C:35]([CH3:38])=[CH:34][CH:33]=1.[Cl-].[Na+].[CH3:41]N1CCCC1=O>>[F:26][C@H:16]1[CH2:15][C@@:13]2([CH3:14])[C@@H:9]([CH2:10][CH2:11][C@@H:12]2[OH:27])[C@H:8]2[C@H:17]1[C:18]1[CH:19]=[CH:20][C:21]([OH:25])=[CH:22][C:23]=1[CH2:24][C@H:7]2[CH2:6][CH2:5][CH2:4][CH2:3][CH2:28][N:29]([CH3:41])[CH2:30][CH2:31][C:32]1[CH:33]=[CH:34][C:35]([CH3:38])=[CH:36][CH:37]=1 |f:2.3|. Procedure details: 660 mg of 7α-(5-bromopentyl)-11β-fluorooestra-1,3,5(10)-triene-3,17β-diol are dissolved in 10 ml of N-methylpyrrolidone, treated with 1.2 g of methyl-(2-p-tolylethyl)amine and stirred at a bath temperature of 80° C. for 3 hours. For work-up, the mixture is added to saturated sodium chloride solution, extracted with ethyl acetate, dried over sodium sulphate and concentrated to dryness in vacuo. Column-chromatographic purification on silica gel using an ethyl acetate-methanol-ammonia gradient and ...